This data is from the Open Reaction Database (ORD), a public repository of structured organic reaction records. The task is: describe an organic reaction: reactants, conditions, products, and yield Product: C(CCCCC)OC=1C=C2C(=C(NC2=CC1)C)CC(=O)O (5-(Hexyloxy)-2-methyl-1H-indole-3-acetic acid). Isolated yield 61.5%. The reactants are OC=1C=C2C(=C(NC2=CC1)C)CC(=O)O (5-hydroxy-2-methyl-1H-indole-3-acetic acid), C[O-].[Na+] (sodium methoxide), C(CCCCC)I (hexyl iodide). Procedure details: To a solution of 5-hydroxy-2-methyl-1H-indole-3-acetic acid (7.17 g, 35.0 mmol) in methanol (40 mL) is added sodium methoxide (70 mmol). The solution is evaporated, dimethylformamide (40 mL) is added followed by hexyl iodide (35.0 mmol). After 2 days the solvent is removed and the residue is partitioned between ethyl acetate and pH=4 buffer. The organic layer is separated, dried over MgSO4 and evaporated to 8.6 g of a brown solid. Recrystallization from ethanol/water affords 6.23 g (62%) of whit... As a reaction SMILES: [OH:1][C:2]1[CH:3]=[C:4]2[C:8](=[CH:9][CH:10]=1)[NH:7][C:6]([CH3:11])=[C:5]2[CH2:12][C:13]([OH:15])=[O:14].C[O-].[Na+].[CH2:19](I)[CH2:20][CH2:21][CH2:22][CH2:23][CH3:24]>CO>[CH2:19]([O:1][C:2]1[CH:3]=[C:4]2[C:8](=[CH:9][CH:10]=1)[NH:7][C:6]([CH3:11])=[C:5]2[CH2:12][C:13]([OH:15])=[O:14])[CH2:20][CH2:21][CH2:22][CH2:23][CH3:24] |f:1.2|. Run in CO (methanol). Starting materials: C=C(C)C, [Na+], O=C([O-])O, C1COCCO1, O=C(O)c1ccc(O)cc1, O=S(=O)(O)O. Yields the product CC(C)(C)OC(=O)c1ccc(O)cc1. As a reaction SMILES: [CH3:1][C:2]([CH3:3])=[CH2:4].[Na+:24].[O-:20][C:21]([OH:22])=[O:23].[O:25]1[CH2:26][CH2:27][O:28][CH2:29][CH2:30]1.[OH:5][C:6](=[O:7])[c:8]1[cH:9][cH:10][c:11]([OH:12])[cH:13][cH:14]1.[S:15](=[O:16])(=[O:17])([OH:18])[OH:19]>>[CH3:1][C:2]([CH3:3])([CH3:4])[O:5][C:6](=[O:7])[c:8]1[cH:9][cH:10][c:11]([OH:12])[cH:13][cH:14]1. Reactants: ClCCS(=O)(=O)C1=CC=C(C=C1)O (4-(2-chloro-ethanesulfonyl)-phenol), C(C1=CC=CC=C1)[C@H]1[C@H](CNCC1)O ((3R,4R)-4-benzyl-piperidine-3-ol). Yields the product C(C1=CC=CC=C1)[C@H]1[C@H](CN(CC1)CCS(=O)(=O)C1=CC=C(C=C1)O)O ((+)(3R,4R)-4-Benzyl-1-[2-(4-hydroxy-benzenesulfonyl)-ethyl]-piperidin-3-ol). The yield is 50.0%. Reaction SMILES: Cl[CH2:2][CH2:3][S:4]([C:7]1[CH:12]=[CH:11][C:10]([OH:13])=[CH:9][CH:8]=1)(=[O:6])=[O:5].[CH2:14]([C@@H:21]1[CH2:26][CH2:25][NH:24][CH2:23][C@@H:22]1[OH:27])[C:15]1[CH:20]=[CH:19][CH:18]=[CH:17][CH:16]=1>>[CH2:14]([C@@H:21]1[CH2:26][CH2:25][N:24]([CH2:2][CH2:3][S:4]([C:7]2[CH:12]=[CH:11][C:10]([OH:13])=[CH:9][CH:8]=2)(=[O:6])=[O:5])[CH2:23][C@@H:22]1[OH:27])[C:15]1[CH:16]=[CH:17][CH:18]=[CH:19][CH:20]=1. Procedure: The title compound was prepared from 4-(2-chloro-ethanesulfonyl)-phenol and (3R,4R)-4-benzyl-piperidine-3-ol in 50% yield as a white solid.